From a dataset of the Open Reaction Database (ORD), a public repository of structured organic reaction records. describe an organic reaction: reactants, conditions, products, and yield Starting materials: COC([C@H]1N(C[C@H](C1)F)C(C1=CC=CC=C1)=O)=O ((cis)-1-benzoyl-4-fluoro-L-proline methyl ester), solution, [OH-].[Li+] (lithium hydroxide). Run in O1CCCC1.O (tetrahydrofuran water), O (water). Run at time 2 hour. The product is C(C1=CC=CC=C1)(=O)N1[C@H](C(=O)O)C[C@@H](C1)F ((cis)-1-Benzoyl-4-fluoro-L-proline). As a reaction SMILES: C[O:2][C:3](=[O:18])[C@@H:4]1[CH2:8][C@H:7]([F:9])[CH2:6][N:5]1[C:10](=[O:17])[C:11]1[CH:16]=[CH:15][CH:14]=[CH:13][CH:12]=1.[OH-].[Li+]>O1CCCC1.O.O>[C:10]([N:5]1[CH2:6][C@@H:7]([F:9])[CH2:8][C@H:4]1[C:3]([OH:18])=[O:2])(=[O:17])[C:11]1[CH:12]=[CH:13][CH:14]=[CH:15][CH:16]=1 |f:1.2,3.4|. Procedure details: To a solution of Part A (cis)-1-benzoyl-4-fluoro-L-proline methyl ester (3.7 g, 14.74 mmole) in tetrahydrofuran-water (37 ml-7 ml) was added 31 ml of a 1N solution of lithium hydroxide in water. The reaction was stirred at room temperature for 2 hours. The tetrahydrofuran was evaporated, the pH of the residual aqueous solution was adjusted to 8 and extracted with ethyl acetate. The organic extracts were discarded. The aqueous phase was acidified to pH 2 with concentrated HCl and extracted with d... Reactants: C(C)(C)C1=CC=CC(=N1)CN1C(N(CC1)[C@H](C(=O)OC(C)(C)C)C(C)(C)C)=O (tert-butyl (2S)-2-{3-[(6-isopropyl-2-pyridinyl)methyl]-2-oxo-1-imidazolidinyl}-3,3-dimethylbutanoate), FC(C(=O)O)(F)F (trifluoroacetic acid). Run in ClCCl (dichloromethane). Conditions: temperature 25 celsius, time 1 hour. The product is C(C)(C)C1=CC=CC(=N1)CN1C(N(CC1)[C@H](C(=O)O)C(C)(C)C)=O ((2S)-2-{3-[(6-isopropyl-2-pyridinyl)methyl]-2-oxo-1-imidazolidinyl}-3,3-dimethylbutanoic acid), FC(C(=O)O)(F)F (trifluroacetic acid). Isolated yield 52.0%. Reaction SMILES: [CH:1]([C:4]1[N:9]=[C:8]([CH2:10][N:11]2[CH2:15][CH2:14][N:13]([C@@H:16]([C:24]([CH3:27])([CH3:26])[CH3:25])[C:17]([O:19]C(C)(C)C)=[O:18])[C:12]2=[O:28])[CH:7]=[CH:6][CH:5]=1)([CH3:3])[CH3:2].[F:29][C:30]([F:35])([F:34])[C:31]([OH:33])=[O:32]>ClCCl>[CH:1]([C:4]1[N:9]=[C:8]([CH2:10][N:11]2[CH2:15][CH2:14][N:13]([C@@H:16]([C:24]([CH3:25])([CH3:27])[CH3:26])[C:17]([OH:19])=[O:18])[C:12]2=[O:28])[CH:7]=[CH:6][CH:5]=1)([CH3:3])[CH3:2].[F:29][C:30]([F:35])([F:34])[C:31]([OH:33])=[O:32]. Reported procedure: A solution of the product from Example 117C (0.098 mmol) in dichloromethane (0.5 mL) was treated with trifluoroacetic acid (0.5 mL) and the mixture was stirred for 1 hour at 25° C. The solvent was removed under reduced pressure and the residue was purified by reversed phase chromatography on a C18 column eluting with 5-100% acetonitrile in water (0.1% TFA) to give the title compound as the trifluroacetic acid salt (0.022 g, 52% yield). Reactants: O=C1CCC2=C1NC(=C2)C(=O)OC (methyl 6-oxo-1,4,5,6-tetrahydrocyclopenta[b]pyrrole-2-carboxylate), BrC=1C=C(C[Mg]Br)C=CC1 (3-bromobenzylmagnesium bromide), BrC=1C=C(CC2(CCC3=C2NC(=C3)C(=O)OC)O)C=CC1 (methyl 6-(3-bromobenzyl)-6-hydroxy-1,4,5,6-tetrahydrocyclopenta[b]pyrrole-2-carboxylate). Reagents/catalysts: O=[Pt]=O (PtO2). Solvent: CO (carbinol). Product: BrC=1C=C(CC2CCC3=C2NC(=C3)C(=O)OC)C=CC1 (methyl 6-(3-bromobenzyl)-1,4,5,6-tetrahydrocyclopenta[b]pyrrole-2-carboxylate). Isolated yield 60.0%. Reaction SMILES: O=C1C2NC(C(OC)=O)=CC=2CC1.BrC1C=C(C=CC=1)C[Mg]Br.[Br:24][C:25]1[CH:26]=[C:27]([CH:42]=[CH:43][CH:44]=1)[CH2:28][C:29]1(O)[C:33]2[NH:34][C:35]([C:37]([O:39][CH3:40])=[O:38])=[CH:36][C:32]=2[CH2:31][CH2:30]1>O=[Pt]=O.CO>[Br:24][C:25]1[CH:26]=[C:27]([CH:42]=[CH:43][CH:44]=1)[CH2:28][CH:29]1[C:33]2[NH:34][C:35]([C:37]([O:39][CH3:40])=[O:38])=[CH:36][C:32]=2[CH2:31][CH2:30]1. Procedure: The title compound was synthesized in two steps. First, methyl 6-oxo-1,4,5,6-tetrahydrocyclopenta[b]pyrrole-2-carboxylate (0.502 g, 1.0 mmol) was reacted with 3-bromobenzylmagnesium bromide (28 mL, 2.5 mmol) according to General Procedure 3 to give the carbinol-containing compound methyl 6-(3-bromobenzyl)-6-hydroxy-1,4,5,6-tetrahydrocyclopenta[b]pyrrole-2-carboxylate, followed by hydrogenation with PtO2 (0.045 g, 0.20 mmol) according to General Procedure 6, and was purified by column chromatogra... The reactants are [N+](=O)([O-])C=1C=C(C(=O)OC)C=CC1Cl (methyl 3-nitro-4-chlorobenzoate), N12CCCCCC2=NCCC1 (1,8-diazabicyclo[5.4.0]undec-7-ene), [N+](=O)([O-])CC (nitroethane), C1(=CC=CC=C1)C (Toluene). Run in C(C)(=O)OCC (ethyl acetate). Conditions: time 5 hour. Product: C(C)(=O)C1=C(C=C(C(=O)OC)C=C1)[N+](=O)[O-] (methyl 4-acetyl-3-nitrobenzoate). RXN SMILES: [N+:1]([C:4]1[CH:5]=[C:6]([CH:11]=[CH:12][C:13]=1Cl)[C:7]([O:9][CH3:10])=[O:8])([O-:3])=[O:2].N12[CH2:25][CH2:24]CN=C1CCCCC2.[N+](CC)([O-])=[O:27].C1(C)C=CC=CC=1>C(OCC)(=O)C>[C:24]([C:13]1[CH:12]=[CH:11][C:6]([C:7]([O:9][CH3:10])=[O:8])=[CH:5][C:4]=1[N+:1]([O-:3])=[O:2])(=[O:27])[CH3:25]. Procedure: A solution of methyl 3-nitro-4-chlorobenzoate (0.70 g) in ethyl acetate (2 mL) was added to a solution of 1,8-diazabicyclo[5.4.0]undec-7-ene (1.50 mL) and nitroethane (0.70 mL) at 0° C. The mixture was stirred for 5 h and partitioned with ethyl acetate and water. Potassium permanganate (0.57 g) was added to the water layer and resulting solution was stirred for 45 minutes. Toluene (20 mL) was added and mixture was stirred slowly. The toluene layer was separated and washed with saturated sodium c... Starting materials: ClCCl, COc1ccc(CCCCCCO)cc1OC, Cl. Product: COc1cc(Cl)c(CCCCCCO)cc1OC. As a reaction SMILES: [CH2:19]([Cl:20])[Cl:21].[CH3:1][O:2][c:3]1[cH:4][c:5]([CH2:11][CH2:12][CH2:13][CH2:14][CH2:15][CH2:16][OH:17])[cH:6][cH:7][c:8]1[O:9][CH3:10].[Cl:18]>>[CH3:1][O:2][c:3]1[cH:4][c:5]([CH2:11][CH2:12][CH2:13][CH2:14][CH2:15][CH2:16][OH:17])[c:6]([Cl:20])[cH:7][c:8]1[O:9][CH3:10]. Reactants: ClC1=NC=C(C(=N1)C(C)=O)F (1-(2-chloro-5-fluoropyrimidin-4-yl)ethanone), CNN (methylhydrazine). Solvent: C(CO)O (ethylene glycol), O (H2O). The product is ClC=1N=CC2=C(N1)C(=NN2C)C (5-chloro-1,3-dimethyl-1H-pyrazolo[4,3-d]pyrimidine). Reaction SMILES: [Cl:1][C:2]1[N:7]=[C:6]([C:8](=O)[CH3:9])[C:5](F)=[CH:4][N:3]=1.[CH3:12][NH:13][NH2:14]>C(O)CO.O>[Cl:1][C:2]1[N:3]=[CH:4][C:5]2[N:13]([CH3:12])[N:14]=[C:8]([CH3:9])[C:6]=2[N:7]=1. Procedure: A solution of 1-(2-chloro-5-fluoropyrimidin-4-yl)ethanone (4.00 g, 22.91 mmol) and methylhydrazine (0.724 mL, 13.75 mmol) in ethylene glycol was heated at 120° C. for 2 h. Reaction mixture was cooled to rt, diluted with H2O and extracted with ethyl acetate (3×). The combined organic layer was washed with H2O (2×), brine, dried (MgSO4), filtered and concentrated. The residue was purified by CombiFlash (0 to 30% EtOAc/Hex) to give the title compound. LCMS-ESI+: calc'd for C7H8ClN4: 183.0 (M+H+); F... The reactants are CC1=NN2C(N=C(C=C2C#N)N2CCOCC2)=C1CC1=C(C(=CC=C1)C(F)(F)F)C (2-methyl-3-{[2-methyl-3-(trifluoromethyl)phenyl]methyl}-5-(4-morpholinyl)pyrazolo[1,5-a]pyrimidine-7-carbonitrile), [NH4+].[Cl-] (NH4Cl), [N-]=[N+]=[N-].[Na+] (sodium azide), [Cl-].[NH4+] (ammonium chloride). The solvent is CN(C=O)C (N,N-Dimethylformamide). Product: CC1=NN2C(N=C(C=C2C=2N=NNN2)N2CCOCC2)=C1CC1=C(C(=CC=C1)C(F)(F)F)C (4-(2-methyl-3-(2-methyl-3-(trifluoromethyl)benzyl)-7-(2H-tetrazol-5-yl)pyrazolo[1,5-a]pyrimidin-5-yl)morpholine). The yield is 42.6%. RXN SMILES: [CH3:1][C:2]1[C:18]([CH2:19][C:20]2[CH:25]=[CH:24][CH:23]=[C:22]([C:26]([F:29])([F:28])[F:27])[C:21]=2[CH3:30])=[C:5]2[N:6]=[C:7]([N:12]3[CH2:17][CH2:16][O:15][CH2:14][CH2:13]3)[CH:8]=[C:9]([C:10]#[N:11])[N:4]2[N:3]=1.[N-:31]=[N+:32]=[N-:33].[Na+].[Cl-].[NH4+]>CN(C)C=O>[CH3:1][C:2]1[C:18]([CH2:19][C:20]2[CH:25]=[CH:24][CH:23]=[C:22]([C:26]([F:29])([F:27])[F:28])[C:21]=2[CH3:30])=[C:5]2[N:6]=[C:7]([N:12]3[CH2:17][CH2:16][O:15][CH2:14][CH2:13]3)[CH:8]=[C:9]([C:10]3[N:31]=[N:32][NH:33][N:11]=3)[N:4]2[N:3]=1 |f:1.2,3.4|. Procedure details: To a 5 mL microwave vial was added in 2-methyl-3-{[2-methyl-3-(trifluoromethyl)phenyl]methyl}-5-(4-morpholinyl)pyrazolo[1,5-a]pyrimidine-7-carbonitrile (68 mg, 0.164 mmol), sodium azide (85 mg, 1.310 mmol) and ammonium chloride (70.0 mg, 1.310 mmol) in N,N-Dimethylformamide (DMF) (1 mL). The reaction was subjected to microwave irradiation at 180° C. for 15 min. The reaction mixture was added to a saturated NH4Cl solution and extracted with DCM (30 mL×2). The combined organic phases were dried an... The reactants are FC1=CC=C(C(=O)\N=C\2/NC3=C(N2[C@H]2CC[C@H](CC2)C(=O)OC)C=C(C=C3)CO)C=C1 (cis-methyl 4-((E)-2-(4-fluorobenzoylimino)-6-(hydroxymethyl)-2,3-dihydro-1H-benzo[d]imidazol-1-yl)cyclohexanecarboxylate), N1CCC(CC1)C(C)(C)O (2-(piperidin-4-yl)propan-2-ol), TEA, S(=O)(Cl)Cl (thionyl chloride). The solvent is C(Cl)Cl (DCM). Run at temperature 0 celsius, time 30 minute. The product is FC1=CC=C(C(=O)\N=C\2/NC3=C(N2[C@H]2CC[C@H](CC2)C(=O)OC)C=C(C=C3)CN3CCC(CC3)C(C)(C)O)C=C1 (cis-methyl 4-((E)-2-(4-fluorobenzoylimino)-6-((4-(2-hydroxypropan-2-yl)piperidin-1-yl)methyl)-2,3-dihydro-1H-benzo[d]imidazol-1-yl)cyclohexanecarboxylate). The yield is 81.1%. Reaction SMILES: [F:1][C:2]1[CH:31]=[CH:30][C:5]([C:6](/[N:8]=[C:9]2\[NH:10][C:11]3[CH:27]=[CH:26][C:25]([CH2:28]O)=[CH:24][C:12]=3[N:13]\2[C@@H:14]2[CH2:19][CH2:18][C@H:17]([C:20]([O:22][CH3:23])=[O:21])[CH2:16][CH2:15]2)=[O:7])=[CH:4][CH:3]=1.S(Cl)(Cl)=O.[NH:36]1[CH2:41][CH2:40][CH:39]([C:42]([OH:45])([CH3:44])[CH3:43])[CH2:38][CH2:37]1>C(Cl)Cl>[F:1][C:2]1[CH:31]=[CH:30][C:5]([C:6](/[N:8]=[C:9]2\[NH:10][C:11]3[CH:27]=[CH:26][C:25]([CH2:28][N:36]4[CH2:41][CH2:40][CH:39]([C:42]([OH:45])([CH3:44])[CH3:43])[CH2:38][CH2:37]4)=[CH:24][C:12]=3[N:13]\2[C@@H:14]2[CH2:19][CH2:18][C@H:17]([C:20]([O:22][CH3:23])=[O:21])[CH2:16][CH2:15]2)=[O:7])=[CH:4][CH:3]=1. Procedure details: To a 0° C. cooled solution of cis-methyl 4-((E)-2-(4-fluorobenzoylimino)-6-(hydroxymethyl)-2,3-dihydro-1H-benzo[d]imidazol-1-yl)cyclohexanecarboxylate (1 g, 2.350 mmol) in DCM (25 mL) was added thionyl chloride (0.858 mL, 11.75 mmol) dropwise, and the reaction was stirred at 0° C. for 30 minutes. After 30 minutes, the solvent was removed at reduced pressure, and the residue was suspended in ACN (5 mL) and re-concentrated to remove residual thionyl chloride. The residue was resuspended in ACN (15... Reactants: O=C([O-])[O-], CN(C)CCCl, CN(C)C=O, O=c1c(-c2ccccc2Cl)cc(-c2ccccn2)cn1-c1ccc(O)cc1, [K+], [K+], O. The product is CN(C)CCOc1ccc(-n2cc(-c3ccccn3)cc(-c3ccccc3Cl)c2=O)cc1. Reaction SMILES: [C:34](=[O:35])([O-:36])[O-:37].[CH3:28][N:29]([CH3:30])[CH2:31][CH2:32][Cl:33].[CH3:40][N:41]([CH3:42])[CH:43]=[O:44].[Cl:1][c:2]1[c:3](-[c:8]2[c:9](=[O:27])[n:10](-[c:20]3[cH:21][cH:22][c:23]([OH:26])[cH:24][cH:25]3)[cH:11][c:12](-[c:14]3[n:15][cH:16][cH:17][cH:18][cH:19]3)[cH:13]2)[cH:4][cH:5][cH:6][cH:7]1.[K+:38].[K+:39].[OH2:45]>>[Cl:1][c:2]1[c:3](-[c:8]2[c:9](=[O:27])[n:10](-[c:20]3[cH:21][cH:22][c:23]([O:26][CH2:32][CH2:31][N:29]([CH3:28])[CH3:30])[cH:24][cH:25]3)[cH:11][c:12](-[c:14]3[n:15][cH:16][cH:17][cH:18][cH:19]3)[cH:13]2)[cH:4][cH:5][cH:6][cH:7]1. The reactants are COC(CCC1=NC(=CC=C1O)I)=O (3-(3-hydroxy-6-iodo-2-pyridyl)-propionic acid methyl ester), BrCCCC/C=C/C1=CC=C(C=C1)OC ((1E)-6-bromo-1-(4-methoxyphenyl)-1-hexene). Yields the product COC(CCC1=NC(=CC=C1OCCCC\C=C\C1=CC=C(C=C1)OC)I)=O (3-{6-iodo-3-[6-(4-methoxyphenyl)-(5E)-5-hexenyloxy]-2-pyridyl}-propionic acid methyl ester). Yield: 68.6%. As a reaction SMILES: [CH3:1][O:2][C:3](=[O:14])[CH2:4][CH2:5][C:6]1[C:11]([OH:12])=[CH:10][CH:9]=[C:8]([I:13])[N:7]=1.Br[CH2:16][CH2:17][CH2:18][CH2:19]/[CH:20]=[CH:21]/[C:22]1[CH:27]=[CH:26][C:25]([O:28][CH3:29])=[CH:24][CH:23]=1>>[CH3:1][O:2][C:3](=[O:14])[CH2:4][CH2:5][C:6]1[C:11]([O:12][CH2:16][CH2:17][CH2:18][CH2:19]/[CH:20]=[CH:21]/[C:22]2[CH:23]=[CH:24][C:25]([O:28][CH3:29])=[CH:26][CH:27]=2)=[CH:10][CH:9]=[C:8]([I:13])[N:7]=1. Procedure: Under the conditions of example 1 D, 850 mg of 3-(3-hydroxy-6-iodo-2-pyridyl)-propionic acid methyl ester is reacted with 612 mg of (1E)-6-bromo-1-(4-methoxyphenyl)-1-hexene, worked up, and the crude product is chromatographed on silica gel with hexane/0-5% ethyl acetate. 773 mg of 3-{6-iodo-3-[6-(4-methoxyphenyl)-(5E)-5-hexenyloxy]-2-pyridyl}-propionic acid methyl ester is obtained as colorless oil.